Dataset: the Open Reaction Database (ORD), a public repository of structured organic reaction records. Task: describe an organic reaction: reactants, conditions, products, and yield Procedure: The product from Example 38B (0.2 g, 0.33 mmol) was treated with 48% hydrogen bromide in acetic acid (4 mL), stirred for 72 hours, neutralized with concentrated ammonium hydroxide, and extracted with methylene chloride (3×). The combined organic layers were dried (Na2SO4), filtered, and concentrated. Purification of the residue on silica gel (10% ethanol/ammonia saturated methylene chloride) to provide the title compound (0.03 g) which was converted to the HCl salt. The reactants are ClC=1C=C(C=CC1F)C1C2=C(NC=3CN(CC(C13)=O)C(=O)O[C@H]1[C@@H](CC[C@H](C1)C)C(C)(C1=CC=CC=C1)C)CCC2=O ((1R,2S,5R)-5-methyl-2-(1-methyl-1-phenylethyl)cyclohexyl 5-(3-chloro-4-fluorophenyl)-4,6-dioxo-1,3,4,5,6,7,8,9-octahydro-2H-cyclopenta[b][1,7]naphthyridine-2-carboxylate), Br (hydrogen bromide), [OH-].[NH4+] (ammonium hydroxide). Conditions: time 72 hour. Product: Cl.ClC=1C=C(C=CC1F)C1C2=C(NC=3CNCC(C13)=O)CCC2=O (5-(3-chloro-4-fluorophenyl)-2,3,5,7,8,9-hexahydro-1H-cyclopenta[b][1,7]naphthyridine-4,6-dione Hydrochloride). Reaction SMILES: [Cl:1][C:2]1[CH:3]=[C:4]([CH:9]2[C:18]3[C:17](=[O:19])[CH2:16][N:15](C(O[C@@H]4C[C@H](C)CC[C@H]4C(C)(C4C=CC=CC=4)C)=O)[CH2:14][C:13]=3[NH:12][C:11]3[CH2:39][CH2:40][C:41](=[O:42])[C:10]2=3)[CH:5]=[CH:6][C:7]=1[F:8].Br.[OH-].[NH4+]>C(O)(=O)C>[ClH:1].[Cl:1][C:2]1[CH:3]=[C:4]([CH:9]2[C:18]3[C:17](=[O:19])[CH2:16][NH:15][CH2:14][C:13]=3[NH:12][C:11]3[CH2:39][CH2:40][C:41](=[O:42])[C:10]2=3)[CH:5]=[CH:6][C:7]=1[F:8] |f:2.3,5.6|. The solvent is C(C)(=O)O (acetic acid). Yield: 49.2%. The reactants are ClC1=CC2=C(C=N1)C(NN2)=O (6-chloro-1H-pyrazolo[4,3-c]pyridin-3(2H)-one), ClC(=O)OCC (ethyl chloroformate). The solvent is N1=CC=CC=C1 (pyridine), O (water). Reaction conditions: time 8 hour. The product is ClC1=CC2=C(C=N1)C(NN2C(=O)OCC)=O (ethyl 6-chloro-3-oxo-2,3-dihydro-1H-pyrazolo[4,3-c]pyridine-1-carboxylate). As a reaction SMILES: [Cl:1][C:2]1[N:7]=[CH:6][C:5]2[C:8](=[O:11])[NH:9][NH:10][C:4]=2[CH:3]=1.Cl[C:13]([O:15][CH2:16][CH3:17])=[O:14]>N1C=CC=CC=1.O>[Cl:1][C:2]1[N:7]=[CH:6][C:5]2[C:8](=[O:11])[NH:9][N:10]([C:13]([O:15][CH2:16][CH3:17])=[O:14])[C:4]=2[CH:3]=1. Reported procedure: To a solution of 6-chloro-1H-pyrazolo[4,3-c]pyridin-3(2H)-one (2.64 g, 15.57 mmol) in pyridine (10 mL) and water (14 mL) was added ethyl chloroformate (3.38 g, 31.1 mmol) drop-wise at 0° C. The reaction was removed from the ice bath and was stirred at room temperature overnight. The reaction mixture was filtered and the solid rinsed with water to afford ethyl 6-chloro-3-oxo-2,3-dihydro-1H-pyrazolo[4,3-c]pyridine-1-carboxylate, which was carried onto the next step without further purification. MS...